This data is from the Open Reaction Database (ORD), a public repository of structured organic reaction records. The task is: describe an organic reaction: reactants, conditions, products, and yield Reactants: ClC1=CC2=C(C=N1)C(=NN2C(C2=CC=CC=C2)(C2=CC=CC=C2)C2=CC=CC=C2)[C@H]2[C@@H](C2)C(=O)OCC (trans-ethyl 2-(6-chloro-1-trityl-1H-pyrazolo[4,3-c]pyridin-3-yl)cyclopropanecarboxylate), COC[C@H](C1=CC=CC=C1)NC(=O)N ((S)-1-(2-methoxy-1-phenylethyl)urea). Product: COC[C@H](C1=CC=CC=C1)NC(NC1=CC2=C(C=N1)C(=NN2C(C2=CC=CC=C2)(C2=CC=CC=C2)C2=CC=CC=C2)[C@H]2[C@@H](C2)C(=O)O)=O (trans-2-(6-(3-((S)-2-methoxy-1-phenylethyl)ureido)-1-trityl-1H-pyrazolo[4,3-c]pyridin-3-yl)cyclopropanecarboxylic acid). RXN SMILES: Cl[C:2]1[N:7]=[CH:6][C:5]2[C:8]([C@@H:30]3[CH2:32][C@H:31]3[C:33]([O:35]CC)=[O:34])=[N:9][N:10]([C:11]([C:24]3[CH:29]=[CH:28][CH:27]=[CH:26][CH:25]=3)([C:18]3[CH:23]=[CH:22][CH:21]=[CH:20][CH:19]=3)[C:12]3[CH:17]=[CH:16][CH:15]=[CH:14][CH:13]=3)[C:4]=2[CH:3]=1.[CH3:38][O:39][CH2:40][C@@H:41]([NH:48][C:49]([NH2:51])=[O:50])[C:42]1[CH:47]=[CH:46][CH:45]=[CH:44][CH:43]=1>>[CH3:38][O:39][CH2:40][C@@H:41]([NH:48][C:49](=[O:50])[NH:51][C:2]1[N:7]=[CH:6][C:5]2[C:8]([C@@H:30]3[CH2:32][C@H:31]3[C:33]([OH:35])=[O:34])=[N:9][N:10]([C:11]([C:24]3[CH:25]=[CH:26][CH:27]=[CH:28][CH:29]=3)([C:18]3[CH:19]=[CH:20][CH:21]=[CH:22][CH:23]=3)[C:12]3[CH:17]=[CH:16][CH:15]=[CH:14][CH:13]=3)[C:4]=2[CH:3]=1)[C:42]1[CH:47]=[CH:46][CH:45]=[CH:44][CH:43]=1. Reported procedure: In a manner similar to that described in Example 30 (Step 1), trans-ethyl 2-(6-chloro-1-trityl-1H-pyrazolo[4,3-c]pyridin-3-yl)cyclopropanecarboxylate was reacted with (S)-1-(2-methoxy-1-phenylethyl)urea (BrettPhos precatalyst, KOtBu, dioxane, 80° C.) to provide trans-2-(6-(3-((S)-2-methoxy-1-phenylethyl)ureido)-1-trityl-1H-pyrazolo[4,3-c]pyridin-3-yl)cyclopropanecarboxylic acid. MS ESI calc'd. for C39H35N5O4[M+1]+ 638, found 638. Reactants: O=C(NC1CCCCC1O)c1cnc(OCCCCCO)c(Br)c1, OB(O)c1ccc(Cl)cc1. The product is O=C(NC1CCCCC1O)c1cnc(OCCCCCO)c(-c2ccc(Cl)cc2)c1. Reaction SMILES: [Br:1][c:2]1[c:3]([O:18][CH2:19][CH2:20][CH2:21][CH2:22][CH2:23][OH:24])[n:4][cH:5][c:6]([C:7](=[O:8])[NH:9][CH:10]2[CH:11]([OH:16])[CH2:12][CH2:13][CH2:14][CH2:15]2)[cH:17]1.[Cl:25][c:26]1[cH:27][cH:28][c:29]([B:32]([OH:33])[OH:34])[cH:30][cH:31]1>>[c:2]1(-[c:29]2[cH:28][cH:27][c:26]([Cl:25])[cH:31][cH:30]2)[c:3]([O:18][CH2:19][CH2:20][CH2:21][CH2:22][CH2:23][OH:24])[n:4][cH:5][c:6]([C:7](=[O:8])[NH:9][CH:10]2[CH:11]([OH:16])[CH2:12][CH2:13][CH2:14][CH2:15]2)[cH:17]1. Starting materials: CCSC1=NC(=O)C(=Cc2ccc3c(cnn3Cc3ccc(C(F)(F)F)cc3C(F)(F)F)c2)S1, NC(=O)C1CNCCN1. The product is NC(=O)C1CN(C2=NC(=O)C(=Cc3ccc4c(cnn4Cc4ccc(C(F)(F)F)cc4C(F)(F)F)c3)S2)CCN1. RXN SMILES: [F:1][C:2]([c:3]1[c:4]([CH2:5][n:6]2[n:7][cH:8][c:9]3[cH:10][c:11]([CH:15]=[C:16]4[C:17](=[O:24])[N:18]=[C:19]([S:21][CH2:22][CH3:23])[S:20]4)[cH:12][cH:13][c:14]23)[cH:25][cH:26][c:27]([C:29]([F:30])([F:31])[F:32])[cH:28]1)([F:33])[F:34].[NH:35]1[CH:36]([C:41](=[O:42])[NH2:43])[CH2:37][NH:38][CH2:39][CH2:40]1>>[F:1][C:2]([c:3]1[c:4]([CH2:5][n:6]2[n:7][cH:8][c:9]3[cH:10][c:11]([CH:15]=[C:16]4[C:17](=[O:24])[N:18]=[C:19]([N:38]5[CH2:37][CH:36]([C:41](=[O:42])[NH2:43])[NH:35][CH2:40][CH2:39]5)[S:20]4)[cH:12][cH:13][c:14]23)[cH:25][cH:26][c:27]([C:29]([F:30])([F:31])[F:32])[cH:28]1)([F:33])[F:34]. The reactants are C1=CC=CC=C1 (benzene), C1CCCC2=CC=CC=C12 (Tetralin), O (water). Run in C1(=CC=CC=C1)C (toluene). Yields the product C1=CC=CC2=CC=CC=C12 (naphthalene). The yield is 67.0%. RXN SMILES: [CH2:1]1[C:10]2[C:5](=[CH:6][CH:7]=[CH:8][CH:9]=2)[CH2:4][CH2:3][CH2:2]1.O.C1C=CC=CC=1>C1(C)C=CC=CC=1>[CH:9]1[C:10]2[C:5](=[CH:4][CH:3]=[CH:2][CH:1]=2)[CH:6]=[CH:7][CH:8]=1. Reported procedure: Tetralin (1,2,3,4-tetrahydronaphthalene) reacts quantitatively) with water under the standard condition to give 22% benzene, 6% toluene, 67% naphthalene, and the rest to gases. The exit gas composition was 77% H2, 19% CO2, 3% CO, and 2% CH4. By raising the reaction temperature to 550° C., the yield of benzene increases to 49%, while the amount of naphthalene decreases to 10%. Starting materials: CCCC[Sn](CCCC)(CCCC)c1cccc(C(F)(F)F)c1, CC(Oc1ccc(S(C)(=O)=O)cc1C(=O)N1Cc2ccc(Cl)nc2C1)C(F)(F)F. Product: CC(Oc1ccc(S(C)(=O)=O)cc1C(=O)N1Cc2ccc(-c3cccc(C(F)(F)F)c3)nc2C1)C(F)(F)F. Reaction SMILES: [CH2:30]([Sn:31]([CH2:32][CH2:33][CH2:34][CH3:45])([c:35]1[cH:36][c:37]([C:41]([F:42])([F:43])[F:44])[cH:38][cH:39][cH:40]1)[CH2:46][CH2:47][CH2:48][CH3:49])[CH2:50][CH2:51][CH3:52].[Cl:1][c:2]1[cH:3][cH:4][c:5]2[c:6]([n:7]1)[CH2:8][N:9]([C:11](=[O:12])[c:13]1[c:14]([O:23][CH:24]([C:25]([F:26])([F:27])[F:28])[CH3:29])[cH:15][cH:16][c:17]([S:19](=[O:20])(=[O:21])[CH3:22])[cH:18]1)[CH2:10]2>>[c:2]1(-[c:35]2[cH:36][c:37]([C:41]([F:42])([F:43])[F:44])[cH:38][cH:39][cH:40]2)[cH:3][cH:4][c:5]2[c:6]([n:7]1)[CH2:8][N:9]([C:11](=[O:12])[c:13]1[c:14]([O:23][CH:24]([C:25]([F:26])([F:27])[F:28])[CH3:29])[cH:15][cH:16][c:17]([S:19](=[O:20])(=[O:21])[CH3:22])[cH:18]1)[CH2:10]2. Reactants: NCC(=O)NC(CCCCC)(C)C (2-Amino-N-(1,1-dimethylhexyl)acetamide), C(C(O)C(O)C(=O)O)(=O)O (tartaric acid). Run in CO (methanol). Yields the product C(=O)(O)C(O)C(O)C(=O)O.NCC(=O)NC(CCCCC)(C)C (2-Amino-N-(1,1-dimethylhexyl)acetamide hydrogen tartrate). Reaction SMILES: [NH2:1][CH2:2][C:3]([NH:5][C:6]([CH3:13])([CH3:12])[CH2:7][CH2:8][CH2:9][CH2:10][CH3:11])=[O:4].[C:14]([OH:23])(=[O:22])[CH:15]([CH:17]([C:19]([OH:21])=[O:20])[OH:18])[OH:16]>CO>[C:19]([CH:17]([CH:15]([C:14]([OH:23])=[O:22])[OH:16])[OH:18])([OH:21])=[O:20].[NH2:1][CH2:2][C:3]([NH:5][C:6]([CH3:12])([CH3:13])[CH2:7][CH2:8][CH2:9][CH2:10][CH3:11])=[O:4] |f:3.4|. Reported procedure: 2-Amino-N-(1,1-dimethylhexyl)acetamide (5 g) was added to a solution of tartaric acid (4.03 g) in methanol (50 ml). The solution was concentrated to dryness on a rotary evaporator and yielded a white solid, m.p. 150.5° C.